Task: describe an organic reaction: reactants, conditions, products, and yield. Dataset: the Open Reaction Database (ORD), a public repository of structured organic reaction records Reactants: C(=C)C1=CC=C(C=C1)B(O)O (4-vinyl-phenyl boronic acid), C(C)(C)(C)P (t-butylphosphine), ClC1=C(C=CC=C1)C1=CC=NC=C1 (4-(2-chloro-phenyl)pyridine), F[K] (fluoro-potassium). Reagents/catalysts: C(C1=CC=CC=C1)=CC(=O)C=CC1=CC=CC=C1.C(C1=CC=CC=C1)=CC(=O)C=CC1=CC=CC=C1.C(C1=CC=CC=C1)=CC(=O)C=CC1=CC=CC=C1.[Pd] (palladium tris(dibenzylidene acetone)). Run in O1CCOCC1 (1,4-dioxane). Run at temperature 80 celsius. The product is C(=C)C1=CC=C(C=C1)C1=C(C=CC=C1)C1=CC=NC=C1 (4-(4′-vinyl-biphenyl-2-yl)pyridine). The yield is 42.0%. Reaction SMILES: [CH:1]([C:3]1[CH:8]=[CH:7][C:6](B(O)O)=[CH:5][CH:4]=1)=[CH2:2].Cl[C:13]1[CH:18]=[CH:17][CH:16]=[CH:15][C:14]=1[C:19]1[CH:24]=[CH:23][N:22]=[CH:21][CH:20]=1.F[K].C(P)(C)(C)C>C(=CC(C=CC1C=CC=CC=1)=O)C1C=CC=CC=1.C(=CC(C=CC1C=CC=CC=1)=O)C1C=CC=CC=1.C(=CC(C=CC1C=CC=CC=1)=O)C1C=CC=CC=1.[Pd].O1CCOCC1>[CH:1]([C:3]1[CH:8]=[CH:7][C:6]([C:13]2[CH:18]=[CH:17][CH:16]=[CH:15][C:14]=2[C:19]2[CH:24]=[CH:23][N:22]=[CH:21][CH:20]=2)=[CH:5][CH:4]=1)=[CH2:2] |f:4.5.6.7|. Procedure: This Example was carried out in the same manner as Example 10, except that 23.42 g (0.158 mol) of 4-vinyl-phenyl boronic acid, 20.0 g (0.1055 mol) of 4-(2-chloro-phenyl)pyridine, 500□ of 1,4-dioxane, 27.54 g (0.474 mol, 3.3 equivalent) of fluoro-potassium, 1.69 g (0.0084 mol, 5.3 mol %) of t-butylphosphine [P( t-Bu)3)], and 2.6 g (0.0028 mol, 1.8 mol %) of palladium tris(dibenzylidene acetone) [Pd2(dba)3] were used. Finally, after the resulting solution was heated to reflux at 80° C. for 24 hour... Run in C(C)O (ethanol). Reactants: C(C)OC(C(CCC(C)C)(C)C=O)=O (2-formyl-2,5-dimethyl-hexanoic acid ethyl ester), FC1=CC=C(CN)C=C1 (4-fluorobenzylamine), C(#N)[BH3-].[Na+] (sodium cyanoborohydride), C(C)(=O)O (acetic acid). As a reaction SMILES: [CH2:1]([O:3][C:4](=[O:14])[C:5]([CH:12]=O)([CH3:11])[CH2:6][CH2:7][CH:8]([CH3:10])[CH3:9])[CH3:2].[F:15][C:16]1[CH:23]=[CH:22][C:19]([CH2:20][NH2:21])=[CH:18][CH:17]=1.C(O)(=O)C.C([BH3-])#N.[Na+]>C(O)C>[CH2:1]([O:3][C:4](=[O:14])[C:5]([CH2:12][NH:21][CH2:20][C:19]1[CH:22]=[CH:23][C:16]([F:15])=[CH:17][CH:18]=1)([CH3:11])[CH2:6][CH2:7][CH:8]([CH3:10])[CH3:9])[CH3:2] |f:3.4|. Yield: 49.3%. Yields the product C(C)OC(C(CCC(C)C)(C)CNCC1=CC=C(C=C1)F)=O (2-[(4-fluoro-benzylamino)-methyl]-2,5-dimethyl-hexanoic acid ethyl ester). Run at temperature 60 celsius, time 18 hour. Procedure details: A solution of 2-formyl-2,5-dimethyl-hexanoic acid ethyl ester (126 mg, 0.629 mmol) in ethanol (3 mL) was treated with 4-fluorobenzylamine (87 mg, 0.692 mmol) and stirred at 60° C. for 18 h. The reaction mixture was allowed to cool to 25° C. and treated with glacial acetic acid (0.036 mL, 0.629 mmol) followed by sodium cyanoborohydride (48 mg, 1.26 mmol). The reaction was stirred for 1 h at 25° C., quenched with a 1.0 M aqueous sodium hydroxide solution (2 mL), extracted with ethyl acetate (2×100... The reactants are O1NC=CC=C1 (oxazine), S(=O)(=O)(O)O.CNC(S)=N (methylthiopseudourea sulfate), [OH-].[K+] (KOH), C(C)OC(CC(C1=CC(=CC=C1)F)=O)=O (ethyl-m-fluorobenzoylacetate). Run in O (H2O), O (H2O). Run at time 18 hour. Yields the product NC=1OC(=CC(N1)=O)C1=CC(=CC=C1)F (2-amino-6-m-fluorophenyl-1,3-oxazine-4-one). As a reaction SMILES: S(O)(O)(=O)=O.C[NH:7][C:8](=[NH:10])S.[OH-].[K+].C([O:15][C:16](=O)[CH2:17][C:18](=[O:26])[C:19]1[CH:24]=[CH:23][CH:22]=[C:21]([F:25])[CH:20]=1)C.O1C=CC=CN1>O>[NH2:10][C:8]1[O:26][C:18]([C:19]2[CH:24]=[CH:23][CH:22]=[C:21]([F:25])[CH:20]=2)=[CH:17][C:16](=[O:15])[N:7]=1 |f:0.1,2.3|. Procedure: To 16.6 g (0.597M) of methylthiopseudourea sulfate is added 66 ml of H2O+13.0 g of KOH. With vigorous stirring, 20 g (71.9 mM) of ethyl-m-fluorobenzoylacetate is added and the reaction mixture is allowed to stir, at ambient temperature, for 18 hours. The solids are filtered and washed well with H2O followed by diethylether. The crude title compound is dried at 60° C. in a vacuum over to yield 16.0 g (>100 percent). To 6.8 g of crude powdered oxazine is added 100 ml of H2O and heated to 70° C., c... The reactants are C(C1=CC=CC=C1)N1CCC(CC1)(C(=O)O)O (1-benzyl-4-hydroxypiperidine-4-carboxylic acid), CO (MeOH). Reagents/catalysts: [OH-].[Pd+2].[OH-] (palladium hydroxide). Run at time 6 hour. Yields the product OC1(CCNCC1)C(=O)OC (Methyl 4-hydroxypiperidine-4-carboxylate). As a reaction SMILES: C([N:8]1[CH2:13][CH2:12][C:11]([OH:17])([C:14]([OH:16])=[O:15])[CH2:10][CH2:9]1)C1C=CC=CC=1.[CH3:18]O>[OH-].[Pd+2].[OH-]>[OH:17][C:11]1([C:14]([O:16][CH3:18])=[O:15])[CH2:12][CH2:13][NH:8][CH2:9][CH2:10]1 |f:2.3.4|. Procedure details: To a stirred solution of 1-benzyl-4-hydroxypiperidine-4-carboxylic acid (1.2 g, 5.10 mmol) in MeOH (15 mL) was added palladium hydroxide and the resulting mixture was stirred at rt for 6 h under H2 atmosphere. After completion of reaction (by TLC), the reaction was passed through celite and the filtrate evaporated under reduced pressure to give the desired product (1 g). MS: 160.18 [M+H]+. The product is C(C)(C)N1N=C(C=C1)B1OC(C(O1)(C)C)(C)C (1-isopropyl-3-(4,4,5,5-tetramethyl[1,3,2]dioxaborolan-2-yl)-1H-pyrazole). As a reaction SMILES: [CH3:1][C:2]1([CH3:14])[C:6]([CH3:8])([CH3:7])[O:5][B:4]([C:9]2[CH:13]=[CH:12][NH:11][N:10]=2)[O:3]1.[H-].[Na+].I[CH:18]([CH3:20])[CH3:19]>CN(C)C=O.O>[CH:18]([N:11]1[CH:12]=[CH:13][C:9]([B:4]2[O:5][C:6]([CH3:7])([CH3:8])[C:2]([CH3:14])([CH3:1])[O:3]2)=[N:10]1)([CH3:20])[CH3:19] |f:1.2|. Procedure: 3-(4,4,5,5-Tetramethyl[1,3,2]dioxaborolan-2-yl)-1H-pyrazole (0.52 g) was added to a stirred suspension of sodium hydride (60% in oil, 0.096 g) in N,N-dimethylformamide (18 mL) at 0° C., and the resulting mixture was stirred at room temperature for 1 hour. The mixture was then cooled to 0° C., treated with 2-iodopropane (0.4 mL) and stirred at room temperature for 16 hours. The mixture was diluted with water (10 mL) and concentrated to low bulk under reduced pressure. The residue was extracted wi... Conditions: time 1 hour. Run in O (water), CN(C=O)C (N,N-dimethylformamide). Reactants: CC1(OB(OC1(C)C)C1=NNC=C1)C (3-(4,4,5,5-Tetramethyl[1,3,2]dioxaborolan-2-yl)-1H-pyrazole), [H-].[Na+] (sodium hydride), IC(C)C (2-iodopropane).